Dataset: the Open Reaction Database (ORD), a public repository of structured organic reaction records. Task: describe an organic reaction: reactants, conditions, products, and yield Yields the product CCOC(=O)CC(=O)c1ccc(F)c(C)c1F. Reactants: CCOC(=O)CC(=O)[O-], ClC(Cl)(Cl)Cl, Cc1ccccc1, CCO, Cc1c(F)ccc(C(=O)Cl)c1F, [Mg], O, O=S(=O)(O)O. As a reaction SMILES: [C:2]([CH2:3][C:4](=[O:5])[O-:6])(=[O:7])[O:8][CH2:9][CH3:10].[C:39]([Cl:40])([Cl:41])([Cl:42])[Cl:43].[CH3:28][c:29]1[cH:30][cH:31][cH:32][cH:33][cH:34]1.[CH3:36][CH2:37][OH:38].[F:11][c:12]1[c:13]([C:14]([Cl:15])=[O:16])[cH:17][cH:18][c:19]([F:22])[c:20]1[CH3:21].[Mg:1].[OH2:35].[S:23](=[O:24])(=[O:25])([OH:26])[OH:27]>>[C:2]([CH2:3][C:4](=[O:6])[c:13]1[c:12]([F:11])[c:20]([CH3:21])[c:19]([F:22])[cH:18][cH:17]1)(=[O:7])[O:8][CH2:9][CH3:10]. Starting materials: COC(CSC1=NC=C(C=N1)C(NC1=CC=C(C=C1)F)=O)=O ([5-(4-fluorophenylcarbamoyl)pyrimidin-2-ylsulfanyl]acetic acid methyl ester), [OH-].[Na+] (NaOH), [OH-].[Na+] (NaOH), [OH-].[Na+] (NaOH). Solvent: C1CCOC1 (THF), CO (methanol), O (water). The product is FC1=CC=C(C=C1)NC(=O)C=1C=NC(=NC1)SCC(=O)O ([5-(4-Fluorophenylcarbamoyl)pyrimidin-2-ylsulfanyl]acetic acid). Yield: 86.7%. As a reaction SMILES: C[O:2][C:3](=[O:22])[CH2:4][S:5][C:6]1[N:11]=[CH:10][C:9]([C:12](=[O:21])[NH:13][C:14]2[CH:19]=[CH:18][C:17]([F:20])=[CH:16][CH:15]=2)=[CH:8][N:7]=1.[OH-].[Na+]>C1COCC1.CO.O>[F:20][C:17]1[CH:18]=[CH:19][C:14]([NH:13][C:12]([C:9]2[CH:8]=[N:7][C:6]([S:5][CH2:4][C:3]([OH:22])=[O:2])=[N:11][CH:10]=2)=[O:21])=[CH:15][CH:16]=1 |f:1.2|. Reported procedure: To a solution of [5-(4-fluorophenylcarbamoyl)pyrimidin-2-ylsulfanyl]acetic acid methyl ester (95.5 mg, 0.3 mmol) in THF (2 mL) and methanol (0.25 mL) was added 1 N NaOH (0.3 mL). After 20 min an additional 0.2 mL of 1 N NaOH was added, and after 40 min an additional 0.1 mL 1 N NaOH was added. After 45 min total reaction time the solution was diluted with water and extracted with ethyl acetate. The organic layers were combined and washed once with water. The aqueous layers were combined and acidi... RXN SMILES: [CH3:1][O:2][C:3]1[CH:4]=[C:5]2[C:10](=[CH:11][C:12]=1[O:13][CH2:14][C:15]1([NH:18]C(=O)OCC3C=CC=CC=3)[CH2:17][CH2:16]1)[N:9]=[CH:8][CH:7]=[C:6]2[O:29][C:30]1[CH:39]=[CH:38][C:37]2[C:32](=[CH:33][CH:34]=[CH:35][C:36]=2[C:40](=[O:43])[NH:41][CH3:42])[CH:31]=1>CCO.[Pd]>[NH2:18][C:15]1([CH2:14][O:13][C:12]2[CH:11]=[C:10]3[C:5]([C:6]([O:29][C:30]4[CH:31]=[C:32]5[C:37](=[CH:38][CH:39]=4)[C:36]([C:40]([NH:41][CH3:42])=[O:43])=[CH:35][CH:34]=[CH:33]5)=[CH:7][CH:8]=[N:9]3)=[CH:4][C:3]=2[O:2][CH3:1])[CH2:16][CH2:17]1. Run in CCO (EtOH). The reagents and catalysts are [Pd] (Pd/C). Yields the product NC1(CC1)COC1=C(C=C2C(=CC=NC2=C1)OC=1C=C2C=CC=C(C2=CC1)C(=O)NC)OC (6-(7-((1-Aminocyclopropyl)methoxy)-6-methoxyquinolin-4-yloxy)-N-methyl-1-naphthamide). Procedure details: The product of Example 1 (100 mg) was mixed with Pd/C (10%, 40 mg) in EtOH (30 ml) and hydrogenated at 50 psi for 12 hours. The reaction was filtered through Celite and evaporated to give the titled product. Mass: (M+1), 444 The reactants are COC=1C=C2C(=CC=NC2=CC1OCC1(CC1)NC(OCC1=CC=CC=C1)=O)OC1=CC2=CC=CC(=C2C=C1)C(NC)=O (Benzyl 1-((6-methoxy-4-(5-(methylcarbamoyl)naphthalen-2-yloxy)quinolin-7-yloxy)methyl)cyclo-propylcarbamate). Starting materials: O (water), N(N)C=1N=C2C=C(C(NC2=CC1)=O)C1=CC=CC=C1 (6-hydrazino-3-phenyl-1,5-naphthyridin-2(1H)-one), FC(C(=O)OCC)F (ethyl difluoroacetate), FC(C(=O)O)F (difluoroacetic acid). Run in CN1CCN(C1=O)C (DMI). Reaction conditions: temperature 200 celsius. Product: FC(C1=NN=C2N1C=1C=C(C(NC1C=C2)=O)C2=CC=CC=C2)F (1-(difluoromethyl)-8-phenyl[1,2,4]triazolo[4,3-a]-1,5-naphthyridin-7(6H)-one). RXN SMILES: [NH:1]([C:3]1[N:4]=[C:5]2[C:10](=[CH:11][CH:12]=1)[NH:9][C:8](=[O:13])[C:7]([C:14]1[CH:19]=[CH:18][CH:17]=[CH:16][CH:15]=1)=[CH:6]2)[NH2:2].[F:20][CH:21]([F:27])[C:22](OCC)=O.FC(F)C(O)=O.O>CN1C(=O)N(C)CC1>[F:20][CH:21]([F:27])[C:22]1[N:4]2[C:5]3[CH:6]=[C:7]([C:14]4[CH:19]=[CH:18][CH:17]=[CH:16][CH:15]=4)[C:8](=[O:13])[NH:9][C:10]=3[CH:11]=[CH:12][C:3]2=[N:1][N:2]=1. Procedure details: A mixture of 6-hydrazino-3-phenyl-1,5-naphthyridin-2(1H)-one (7-2) (21 g, 83 mmol), ethyl difluoroacetate (31 g, 250 mmol), and difluoroacetic acid (200 mg, 2.08 mmol) in DMI (100 mL) was heated under microwave irradiation at 200° C. for 1 h. To the cooled mixture was added water, and the resulting solid was collected by filtration to give 1-(difluoromethyl)-8-phenyl[1,2,4]triazolo[4,3-a]-1,5-naphthyridin-7(6H)-one (10-1) as pale yellow solid. Run at time 18 hour. Reported procedure: 0.65 g of [2-[2-(5-amidino-2-benzofuranyl)ethyl]-5-[((3S)-3-pyrrolidinyl)oxy]phenyl]oxyacetic acid dihydrochloride was dissolved in 50 ml of ethanol. 0.2 ml of thionyl chloride was added to the above solution with ice cooling, and the resulting mixture was stirred at room temperature for 18 hours. Thereafter, the resulting reaction solution was concentrated to dryness, dissolved once in water, and then concentrated again to dryness. In this way, 0.65 g of the title compound was obtained in a sol... Product: Cl.Cl.C(N)(=N)C=1C=CC2=C(C=C(O2)CCC2=C(C=C(C=C2)O[C@@H]2CNCC2)OCC(=O)OCC)C1 (ethyl [2-[2-(5-amidino-2-benzofuranyl)ethyl]-5-[((3S)-3-pyrrolidinyl)oxy]phenyl]oxyacetate dihydrochloride). The reactants are Cl.Cl.C(N)(=N)C=1C=CC2=C(C=C(O2)CCC2=C(C=C(C=C2)O[C@@H]2CNCC2)OCC(=O)O)C1 ([2-[2-(5-amidino-2-benzofuranyl)ethyl]-5-[((3S)-3-pyrrolidinyl)oxy]phenyl]oxyacetic acid dihydrochloride), C(C)O (ethanol), S(=O)(Cl)Cl (thionyl chloride). Reaction SMILES: [ClH:1].Cl.[C:3]([C:6]1[CH:7]=[CH:8][C:9]2[O:13][C:12]([CH2:14][CH2:15][C:16]3[CH:21]=[CH:20][C:19]([O:22][C@H:23]4[CH2:27][CH2:26][NH:25][CH2:24]4)=[CH:18][C:17]=3[O:28][CH2:29][C:30]([OH:32])=[O:31])=[CH:11][C:10]=2[CH:33]=1)(=[NH:5])[NH2:4].S(Cl)([Cl:36])=O.[CH2:38](O)[CH3:39]>>[ClH:36].[ClH:1].[C:3]([C:6]1[CH:7]=[CH:8][C:9]2[O:13][C:12]([CH2:14][CH2:15][C:16]3[CH:21]=[CH:20][C:19]([O:22][C@H:23]4[CH2:27][CH2:26][NH:25][CH2:24]4)=[CH:18][C:17]=3[O:28][CH2:29][C:30]([O:32][CH2:38][CH3:39])=[O:31])=[CH:11][C:10]=2[CH:33]=1)(=[NH:4])[NH2:5] |f:0.1.2,5.6.7|. The reactants are C(C)(=O)SCC(C(=O)O)C(C)C1=CC=CC=C1 (2-acetylthiomethyl-3-phenylbutanoic acid), C(C1=CC=CC=C1)OC([C@@H](N)COCC1=CC=CC=C1)=O (O-benzylserine benzyl ester). Product: C(C1=CC=CC=C1)OC([C@@H](NC(C(C(C)C1=CC=CC=C1)CSC(C)=O)=O)COCC1=CC=CC=C1)=O (N-(2-acetylthiomethyl-1-oxo-3-phenylbutyl)-O-benzylserine benzyl ester). Yield: 62.0%. As a reaction SMILES: [C:1]([S:4][CH2:5][CH:6]([CH:10]([C:12]1[CH:17]=[CH:16][CH:15]=[CH:14][CH:13]=1)[CH3:11])[C:7]([OH:9])=O)(=[O:3])[CH3:2].[CH2:18]([O:25][C:26](=[O:38])[C@H:27]([CH2:29][O:30][CH2:31][C:32]1[CH:37]=[CH:36][CH:35]=[CH:34][CH:33]=1)[NH2:28])[C:19]1[CH:24]=[CH:23][CH:22]=[CH:21][CH:20]=1>>[CH2:18]([O:25][C:26](=[O:38])[C@H:27]([CH2:29][O:30][CH2:31][C:32]1[CH:37]=[CH:36][CH:35]=[CH:34][CH:33]=1)[NH:28][C:7](=[O:9])[CH:6]([CH2:5][S:4][C:1](=[O:3])[CH3:2])[CH:10]([C:12]1[CH:17]=[CH:16][CH:15]=[CH:14][CH:13]=1)[CH3:11])[C:19]1[CH:20]=[CH:21][CH:22]=[CH:23][CH:24]=1. Procedure details: Using the procedure described in Example 60, starting with 2-acetylthiomethyl-3-phenylbutanoic acid and O-benzylserine benzyl ester, and after purification by chromatography, eluting with a hexane/ethyl acetate (8:2 by volume) mixture, N-(2-acetylthiomethyl-1-oxo-3-phenylbutyl)-O-benzylserine benzyl ester is obtained in a 62% yield, the characteristics of which are as follows: Rf =0.16 [hexane/ethyl acetate (8:2 by volume)]. The reactants are [BH4-], CO, CC(=O)c1cnc(Cl)c(Cl)c1, [Na+]. Product: CC(O)c1cnc(Cl)c(Cl)c1. RXN SMILES: [BH4-:1].[CH3:14][OH:15].[Cl:3][c:4]1[cH:5][c:6]([C:11]([CH3:12])=[O:13])[cH:7][n:8][c:9]1[Cl:10].[Na+:2]>>[Cl:3][c:4]1[cH:5][c:6]([CH:11]([CH3:12])[OH:13])[cH:7][n:8][c:9]1[Cl:10].